This data is from the Open Reaction Database (ORD), a public repository of structured organic reaction records. The task is: describe an organic reaction: reactants, conditions, products, and yield The reactants are C(C)OC(=O)C1(OC1)CCCC1CCCCC1 (2-(3-cyclohexylpropyl)-oxirane-2-carboxylic acid ethyl ester), [OH-].[Na+] (sodium hydroxide). The solvent is O1CCCC1 (tetrahydrofuran). The product is C1(CCCCC1)CCCC1(OC1)C(=O)[O-].[Na+] (Sodium 2-(3-cyclohexylpropyl)-oxirane-2-carboxylate). Reaction SMILES: C([O:3][C:4]([C:6]1([CH2:9][CH2:10][CH2:11][CH:12]2[CH2:17][CH2:16][CH2:15][CH2:14][CH2:13]2)[CH2:8][O:7]1)=[O:5])C.[OH-].[Na+:19]>O1CCCC1>[CH:12]1([CH2:11][CH2:10][CH2:9][C:6]2([C:4]([O-:5])=[O:3])[CH2:8][O:7]2)[CH2:13][CH2:14][CH2:15][CH2:16][CH2:17]1.[Na+:19] |f:1.2,4.5|. Procedure details: 1.1 g of 2-(3-cyclohexylpropyl)-oxirane-2-carboxylic acid ethyl ester are stirred for 2 hours at room temperature with 4.58 ml of 1 N sodium hydroxide solution and 5 ml of tetrahydrofuran. The mixture is concentrated to half its volume and the crystals of the title compound which have been precipitated are filtered off. Mp 105°-110° C. Reactants: COC1=CC=C(C=C1)C(C(=O)O)C (2-(4-methoxyphenyl)propanoic acid), S(=O)(Cl)Cl (thionyl chloride). Yields the product crude product, COC1=CC=C(C=C1)C(C(=O)Cl)C (2-(4-methoxyphenyl)propanoyl chloride). Reaction SMILES: [CH3:1][O:2][C:3]1[CH:8]=[CH:7][C:6]([CH:9]([CH3:13])[C:10](O)=[O:11])=[CH:5][CH:4]=1.S(Cl)([Cl:16])=O>>[CH3:1][O:2][C:3]1[CH:8]=[CH:7][C:6]([CH:9]([CH3:13])[C:10]([Cl:16])=[O:11])=[CH:5][CH:4]=1. Reported procedure: Under an argon atmosphere, 2-(4-methoxyphenyl)propanoic acid (synthesized by the process of I. Shiina, et al., Eur. J. Org. Chem., 5887-5890 (2008)) (1.20 g, 6.66 mmol) was dissolved in thionyl chloride (6.00 mL, 82.6 mmol) and the solution was heated to reflux for 27 hours. After cooling to room temperature, the mixture was concentrated under reduced pressure to give the crude product of 2-(4-methoxyphenyl)propanoyl chloride (16) as a colorless oil. The product was used in the following reactio... The reactants are COC(=O)c1c(O)c2ccc(Br)cc2oc1=O, COCCOC, CCOC(C)=O, [Na+], [Na+], O=C([O-])[O-], OB(O)Oc1ccc(Oc2ccccc2)cc1, O, c1ccc(P(c2ccccc2)(c2ccccc2)[Pd](P(c2ccccc2)(c2ccccc2)c2ccccc2)(P(c2ccccc2)(c2ccccc2)c2ccccc2)P(c2ccccc2)(c2ccccc2)c2ccccc2)cc1. Yields the product COC(=O)c1c(O)c2ccc(-c3ccc(Oc4ccccc4)cc3)cc2oc1=O. As a reaction SMILES: [CH3:1][O:2][C:3](=[O:4])[c:5]1[c:6](=[O:17])[o:7][c:8]2[cH:9][c:10]([Br:16])[cH:11][cH:12][c:13]2[c:14]1[OH:15].[CH3:41][O:42][CH2:43][CH2:44][O:45][CH3:46].[CH3:47][CH2:48][O:49][C:50]([CH3:51])=[O:52].[Na+:35].[Na+:36].[O-:37][C:38](=[O:39])[O-:40].[O:18]([c:19]1[cH:20][cH:21][cH:22][cH:23][cH:24]1)[c:25]1[cH:26][cH:27][c:28]([O:31][B:32]([OH:33])[OH:34])[cH:29][cH:30]1.[OH2:53].[cH:54]1[cH:55][cH:56][c:57]([P:58]([Pd:59]([P:60]([c:61]2[cH:62][cH:63][cH:64][cH:65][cH:66]2)([c:67]2[cH:68][cH:69][cH:70][cH:71][cH:72]2)[c:73]2[cH:74][cH:75][cH:76][cH:77][cH:78]2)([P:79]([c:80]2[cH:81][cH:82][cH:83][cH:84][cH:85]2)([c:86]2[cH:87][cH:88][cH:89][cH:90][cH:91]2)[c:92]2[cH:93][cH:94][cH:95][cH:96][cH:97]2)[P:98]([c:99]2[cH:100][cH:101][cH:102][cH:103][cH:104]2)([c:105]2[cH:106][cH:107][cH:108][cH:109][cH:110]2)[c:111]2[cH:112][cH:113][cH:114][cH:115][cH:116]2)([c:117]2[cH:118][cH:119][cH:120][cH:121][cH:122]2)[c:123]2[cH:124][cH:125][cH:126][cH:127][cH:128]2)[cH:129][cH:130]1>>[CH3:1][O:2][C:3](=[O:4])[c:5]1[c:6](=[O:17])[o:7][c:8]2[cH:9][c:10](-[c:28]3[cH:27][cH:26][c:25]([O:18][c:19]4[cH:20][cH:21][cH:22][cH:23][cH:24]4)[cH:30][cH:29]3)[cH:11][cH:12][c:13]2[c:14]1[OH:15]. Starting materials: solution, [H-].C(C(C)C)[Al+]CC(C)C (diisobutylaluminium hydride), C(CCC)C1=C(C(=NC=2N1N=C(C2C2=C(C=C(C=C2C)C)C)C)C)CCCC(=O)OCC (ethyl 4-(7-(butyl)-3-mesityl-2,5-dimethylpyrazolo[1,5-a]pyrimidin-6-yl)butanoate), C(C)(=O)OCC (ethyl acetate), O (water). The solvent is CCCCCC (hexane), O1CCCC1 (tetrahydrofuran). Reaction conditions: time 30 minute. Yields the product C(CCC)C1=C(C(=NC=2N1N=C(C2C2=C(C=C(C=C2C)C)C)C)C)CCCCO (4-(7-(Butyl)-3-mesityl-2,5-dimethylpyrazolo[1,5-a]pyrimidin-yl)-1-butanol). The yield is 114.5%. Reaction SMILES: [H-].C([Al+]CC(C)C)C(C)C.[CH2:11]([C:15]1[N:20]2[N:21]=[C:22]([CH3:33])[C:23]([C:24]3[C:29]([CH3:30])=[CH:28][C:27]([CH3:31])=[CH:26][C:25]=3[CH3:32])=[C:19]2[N:18]=[C:17]([CH3:34])[C:16]=1[CH2:35][CH2:36][CH2:37][C:38](OCC)=[O:39])[CH2:12][CH2:13][CH3:14].C(OCC)(=O)C.O>CCCCCC.O1CCCC1>[CH2:11]([C:15]1[N:20]2[N:21]=[C:22]([CH3:33])[C:23]([C:24]3[C:25]([CH3:32])=[CH:26][C:27]([CH3:31])=[CH:28][C:29]=3[CH3:30])=[C:19]2[N:18]=[C:17]([CH3:34])[C:16]=1[CH2:35][CH2:36][CH2:37][CH2:38][OH:39])[CH2:12][CH2:13][CH3:14] |f:0.1|. Procedure details: A 1.0M solution of diisobutylaluminium hydride in hexane was added dropwise into a solution of ethyl 4-(7-(butyl)-3-mesityl-2,5-dimethylpyrazolo[1,5-a]pyrimidin-6-yl)butanoate (320 mg, 0.71 mmol) in tetrahydrofuran (10 mL) under nitrogen stream, followed by stirring for 30 minutes. After Celite was added, the mixture was treated by adding ethyl acetate and water dropwise, and the insoluble matters were filtered off. The solution was extracted with ethyl acetate, dried over anhydrous magnesium su... The reactants are COC(=O)c1nc(CCN(Cc2ccccc2)C(=O)OC(C)(C)C)nc(O)c1O, CO, NCc1ccc(F)cc1. Yields the product CC(C)(C)OC(=O)N(CCc1nc(O)c(O)c(C(=O)NCc2ccc(F)cc2)n1)Cc1ccccc1. As a reaction SMILES: [CH2:1]([c:2]1[cH:3][cH:4][cH:5][cH:6][cH:7]1)[N:8]([CH2:9][CH2:10][c:11]1[n:12][c:13]([OH:22])[c:14]([OH:21])[c:15]([C:17]([O:19][CH3:18])=[O:20])[n:16]1)[C:23](=[O:24])[O:25][C:26]([CH3:27])([CH3:28])[CH3:29].[CH3:39][OH:40].[F:30][c:31]1[cH:32][cH:33][c:34]([CH2:35][NH2:36])[cH:37][cH:38]1>>[CH2:1]([c:2]1[cH:3][cH:4][cH:5][cH:6][cH:7]1)[N:8]([CH2:9][CH2:10][c:11]1[n:12][c:13]([OH:22])[c:14]([OH:21])[c:15]([C:17](=[O:19])[NH:36][CH2:35][c:34]2[cH:33][cH:32][c:31]([F:30])[cH:38][cH:37]2)[n:16]1)[C:23](=[O:24])[O:25][C:26]([CH3:27])([CH3:28])[CH3:29]. Starting materials: ClC=1C=C(C=CC1)C(C(=O)O)C1(CCCCC1)O ((3-chlorophenyl)(1-hydroxycyclohexyl)acetic acid), FC(C1=CC=C(CN)C=C1)(F)F (4-trifluoromethylbenzylamine). Product: ClC=1C=C(C=CC1)C(C(=O)NCC1=CC=C(C=C1)C(F)(F)F)C1(CCCCC1)O (3-chlorophenyl-2-(1-hydroxycyclohexyl)-N-[4-(trifluoromethyl)benzyl]acetamide). Reaction SMILES: [Cl:1][C:2]1[CH:3]=[C:4]([CH:8]([C:12]2([OH:18])[CH2:17][CH2:16][CH2:15][CH2:14][CH2:13]2)[C:9]([OH:11])=O)[CH:5]=[CH:6][CH:7]=1.[F:19][C:20]([F:30])([F:29])[C:21]1[CH:28]=[CH:27][C:24]([CH2:25][NH2:26])=[CH:23][CH:22]=1>>[Cl:1][C:2]1[CH:3]=[C:4]([CH:8]([C:12]2([OH:18])[CH2:17][CH2:16][CH2:15][CH2:14][CH2:13]2)[C:9]([NH:26][CH2:25][C:24]2[CH:23]=[CH:22][C:21]([C:20]([F:19])([F:29])[F:30])=[CH:28][CH:27]=2)=[O:11])[CH:5]=[CH:6][CH:7]=1. Procedure: In an analogous manner to Example 1, step 1 2-(3-chlorophenyl-2-(1-hydroxycyclohexyl)-N-[4-(trifluoromethyl)benzyl]acetamide was prepared from (3-chlorophenyl)(1-hydroxycyclohexyl)acetic acid (Reference Example 1-a) and 4-trifluoromethylbenzylamine. MS (ESI) m/z 426/428 ([M+H]+). Starting materials: ClC(Cl)Cl, O=[Mn]=O, OCc1cc2ccc(Oc3nc4ccccc4s3)cc2[nH]1. The product is O=Cc1cc2ccc(Oc3nc4ccccc4s3)cc2[nH]1. As a reaction SMILES: [Cl:22][CH:23]([Cl:24])[Cl:25].[O:26]=[Mn:27]=[O:28].[s:1]1[c:2]([O:10][c:11]2[cH:12][cH:13][c:14]3[cH:15][c:16]([CH2:20][OH:21])[nH:17][c:18]3[cH:19]2)[n:3][c:4]2[c:5]1[cH:6][cH:7][cH:8][cH:9]2>>[s:1]1[c:2]([O:10][c:11]2[cH:12][cH:13][c:14]3[cH:15][c:16]([CH:20]=[O:21])[nH:17][c:18]3[cH:19]2)[n:3][c:4]2[c:5]1[cH:6][cH:7][cH:8][cH:9]2. Yields the product CN1C(=O)C(N(Cc2nnn[nH]2)C(=O)CCC2CCCCC2)N=C(c2ccccc2)c2ccccc21. Reaction SMILES: [CH:1]1([CH2:7][CH2:8][C:9](=[O:10])[N:11]([CH2:12][OH:13])[CH:14]2[C:15](=[O:32])[N:16]([CH3:31])[c:17]3[c:18]([cH:27][cH:28][cH:29][cH:30]3)[C:19]([c:21]3[cH:22][cH:23][cH:24][cH:25][cH:26]3)=[N:20]2)[CH2:2][CH2:3][CH2:4][CH2:5][CH2:6]1.[CH:38]([N:39]([CH:40]([CH3:41])[CH3:42])[P:43]([CH2:44][c:45]1[cH:46][cH:47][cH:48][cH:49][cH:50]1)([CH2:51][c:52]1[cH:53][cH:54][cH:55][cH:56][cH:57]1)([O-:58])[O-:59])([CH3:60])[CH3:61].[nH:33]1[n:34][n:35][n:36][cH:37]1>>[CH:1]1([CH2:7][CH2:8][C:9](=[O:10])[N:11]([CH2:12][c:37]2[n:33][n:34][n:35][nH:36]2)[CH:14]2[C:15](=[O:32])[N:16]([CH3:31])[c:17]3[c:18]([cH:27][cH:28][cH:29][cH:30]3)[C:19]([c:21]3[cH:22][cH:23][cH:24][cH:25][cH:26]3)=[N:20]2)[CH2:2][CH2:3][CH2:4][CH2:5][CH2:6]1. The reactants are CN1C(=O)C(N(CO)C(=O)CCC2CCCCC2)N=C(c2ccccc2)c2ccccc21, CC(C)N(C(C)C)P([O-])([O-])(Cc1ccccc1)Cc1ccccc1, c1nnn[nH]1.